This data is from the Open Reaction Database (ORD), a public repository of structured organic reaction records. The task is: describe an organic reaction: reactants, conditions, products, and yield Reactants: [BH3-]C#N, CC(=O)O, CO, [Cl-], CC(=[NH2+])c1cccc(C(F)(F)F)c1C(F)(F)F, [Na+], O. The product is Cl, CC(N)c1cccc(C(F)(F)F)c1C(F)(F)F. Reaction SMILES: [C:19]([BH3-:20])#[N:21].[CH3:23][C:24](=[O:25])[OH:26].[CH3:27][OH:28].[Cl-:1].[F:2][C:3]([c:4]1[c:5]([C:14]([CH3:15])=[NH2+:16])[cH:6][cH:7][cH:8][c:9]1[C:10]([F:11])([F:12])[F:13])([F:17])[F:18].[Na+:22].[OH2:29]>>[ClH:1].[F:2][C:3]([c:4]1[c:5]([CH:14]([CH3:15])[NH2:16])[cH:6][cH:7][cH:8][c:9]1[C:10]([F:11])([F:12])[F:13])([F:17])[F:18].